describe an organic reaction: reactants, conditions, products, and yield From a dataset of the Open Reaction Database (ORD), a public repository of structured organic reaction records. The reactants are [OH-].[Na+] (sodium hydroxide), C(C)OC1=C(C(=O)OCC)C=CC(=C1)C1=CC=CC=C1 (ethyl 2-ethoxy-4-phenylbenzoate), Cl (hydrochloric acid). The solvent is C(C)O (ethanol). Reaction conditions: time 6 hour. Product: C(C)OC1=C(C(=O)O)C=CC(=C1)C1=CC=CC=C1 (2-ethoxy-4-phenylbenzoic acid). RXN SMILES: [CH2:1]([O:3][C:4]1[CH:14]=[C:13]([C:15]2[CH:20]=[CH:19][CH:18]=[CH:17][CH:16]=2)[CH:12]=[CH:11][C:5]=1[C:6]([O:8]CC)=[O:7])[CH3:2].[OH-].[Na+].Cl>C(O)C>[CH2:1]([O:3][C:4]1[CH:14]=[C:13]([C:15]2[CH:20]=[CH:19][CH:18]=[CH:17][CH:16]=2)[CH:12]=[CH:11][C:5]=1[C:6]([OH:8])=[O:7])[CH3:2] |f:1.2|. Procedure: 0.50 g of ethyl 4-chloro-2-ethoxybenzoate, 0.31 g of phenylboric acid, 85 mg of 1,1-bis(diphenylphosphino)ferrocene dichloronickel and 1.4 g of potassium phosphate were dissolved in 8 ml dioxane, followed by stirring at 95° C. for 1 hour in a nitrogen atmosphere. After cooling the reaction solution to room temperature, ethyl acetate and water were added thereto. The mixture was filtered through Celite, and the mother liquor was extracted with ethyl acetate. The organic layer was washed with brin... Reactants: NC=1N=CC(=NC1)C1=C(C=C(C=C1)C=1C(=CC=CC1)S)F (4′-(5-aminopyrazin-2-yl)-3′-fluoro-[1,1′-biphenyl]-2-thiol), NC=1C(=NC=NC1)Cl (5-amino-4-chloropyrimidine). Product: Cl.NC=1N=CC(=NC1)C1=C(C=C(C=C1)C1=C(C=CC=C1)SC1=NC=NC=C1N)F (4-{[4′-(5-Aminopyrazin-2-yl)-3′-fluorobiphenyl-2-yl]sulfanyl}pyrimidin-5-amine hydrochloride). As a reaction SMILES: [NH2:1][C:2]1[N:3]=[CH:4][C:5]([C:8]2[CH:13]=[CH:12][C:11]([C:14]3[C:15]([SH:20])=[CH:16][CH:17]=[CH:18][CH:19]=3)=[CH:10][C:9]=2[F:21])=[N:6][CH:7]=1.[NH2:22][C:23]1[C:24]([Cl:29])=[N:25][CH:26]=[N:27][CH:28]=1>>[ClH:29].[NH2:1][C:2]1[N:3]=[CH:4][C:5]([C:8]2[CH:13]=[CH:12][C:11]([C:14]3[CH:19]=[CH:18][CH:17]=[CH:16][C:15]=3[S:20][C:24]3[C:23]([NH2:22])=[CH:28][N:27]=[CH:26][N:25]=3)=[CH:10][C:9]=2[F:21])=[N:6][CH:7]=1 |f:2.3|. Procedure details: The title compound was prepared using analogous conditions to those described in Example 213 utilizing 4′-(5-aminopyrazin-2-yl)-3′-fluoro-[1,1′-biphenyl]-2-thiol and 5-amino-4-chloropyrimidine. MS (ESI): mass calcd. for C20H15FN6S, 390.11; m/z found, 391.0 [M+H]+. 1H NMR (400 MHz, DMSO-d6) δ 8.35-8.30 (m, 1H), 8.22 (s, 1H), 8.02 (d, J=1.4, 1H), 7.90 (s, 1H), 7.80 (m, 1H), 7.59-7.54 (m, 2H), 7.52-7.44 (m, 2H), 7.24 (dd, J=6.5, 1.6, 1H), 7.21 (m, 1H). Reactants: [Cl-].[NH4+] (ammonium chloride), ClC1=C(C(=NC=2N1C=CN2)Cl)C2=C(C=C(C=C2F)F)F (5,7-dichloro-6-(2,4,6-trifluorophenyl)imidazo[1,2-a]pyrimidine), CC1CCNCC1 (4-methylpiperidine). Solvent: C(Cl)(Cl)Cl (chloroform). Reaction conditions: time 1 hour. Yields the product CC1CCN(CC1)C1=C(C(=NC=2N1C=CN2)Cl)C2=C(C=C(C=C2F)F)F (5-(4-methylpiperidin-1-yl)-6-(2,4,6-trifluorophenyl)-7-chloroimidazo[1,2-a]pyrimidine). Isolated yield 80.9%. Reaction SMILES: Cl[C:2]1[N:7]2[CH:8]=[CH:9][N:10]=[C:6]2[N:5]=[C:4]([Cl:11])[C:3]=1[C:12]1[C:17]([F:18])=[CH:16][C:15]([F:19])=[CH:14][C:13]=1[F:20].[CH3:21][CH:22]1[CH2:27][CH2:26][NH:25][CH2:24][CH2:23]1.[Cl-].[NH4+]>C(Cl)(Cl)Cl>[CH3:21][CH:22]1[CH2:27][CH2:26][N:25]([C:2]2[N:7]3[CH:8]=[CH:9][N:10]=[C:6]3[N:5]=[C:4]([Cl:11])[C:3]=2[C:12]2[C:17]([F:18])=[CH:16][C:15]([F:19])=[CH:14][C:13]=2[F:20])[CH2:24][CH2:23]1 |f:2.3|. Procedure details: Under ice-cooling, 0.64 g of 5,7-dichloro-6-(2,4,6-trifluorophenyl)imidazo[1,2-a]pyrimidine and 0.79 g of 4-methylpiperidine were mixed. The mixture was allowed to stand at room temperature for one hour, and chloroform and aqueous saturated ammonium chloride solution were added to the reaction mixture. The separated organic layer was washed with water, dried over sodium sulfate and concentrated. The residue was washed with t-butyl methyl ether to give 0.62 g of 5-(4-methylpiperidin-1-yl)-6-(2,4,... The reactants are CC1CC(NN=C1C1=CC(=C(C=C1)NC(C(CCC)C)=O)[N+](=O)[O-])=O (5-methyl-6-[3-nitro-4-(2-methyl-valeryl-amino)-phenyl]-3-oxo-4,5-dihydro-2H-pyridazine). The solvent is O (water). Reported procedure: Prepared analogous to Example 19(a) from 12.5 gm of 5-methyl-6-[3-nitro-4-(2-methyl-valeryl-amino)-phenyl]-3-oxo-4,5-dihydro-2H-pyridazine. After mixing with water, the product was extracted with ethyl acetate. The product is CC1CC(NN=C1C1=CC(=C(C=C1)NC(C(CCC)C)=O)N)=O (5-Methyl-6-[3-amino-4-(2-methyl-valeryl-amino)phenyl]-3-oxo-4,5-dihydro-2H-pyridazine). RXN SMILES: [CH3:1][CH:2]1[C:7]([C:8]2[CH:13]=[CH:12][C:11]([NH:14][C:15](=[O:21])[CH:16]([CH3:20])[CH2:17][CH2:18][CH3:19])=[C:10]([N+:22]([O-])=O)[CH:9]=2)=[N:6][NH:5][C:4](=[O:25])[CH2:3]1>O>[CH3:1][CH:2]1[C:7]([C:8]2[CH:13]=[CH:12][C:11]([NH:14][C:15](=[O:21])[CH:16]([CH3:20])[CH2:17][CH2:18][CH3:19])=[C:10]([NH2:22])[CH:9]=2)=[N:6][NH:5][C:4](=[O:25])[CH2:3]1. Starting materials: CC(C(=O)O)CCCC (2-methylhexanoic acid), C1(CC1)CO (cyclopropanemethanol), ester. Yields the product CC(C(=O)OCC1CC1)CCCC (Cyclopropylmethyl 2-methylhexanoate). As a reaction SMILES: [CH3:1][CH:2]([CH2:6][CH2:7][CH2:8][CH3:9])[C:3]([OH:5])=[O:4].[CH:10]1([CH2:13]O)[CH2:12][CH2:11]1>>[CH3:1][CH:2]([CH2:6][CH2:7][CH2:8][CH3:9])[C:3]([O:5][CH2:13][CH:10]1[CH2:12][CH2:11]1)=[O:4]. Procedure: Prepared from 2-methylhexanoic acid and cyclopropanemethanol according to the ester preparation method A described above. The reactants are [I-].CSC=1SC[C@H]2[N+]1CC=1C=CC=CC1C2 ((S)-3-methylthio-1,5,10,10a-tetrahydrothiazolo[3,4-b]isoquinolinium iodide), NC1=CSC2=CN=CC=C21 (3-aminothieno[2,3-c]pyridine). Product: S1C=C(C=2C1=CN=CC2)N=C2SC[C@H]1N2CC=2C=CC=CC2C1 ((S)-3-[(thieno[2,3-c]pyrid-3-yl)imino]-1,5,10,10a-tetrahydrothiazolo[3,4-b]isoquinoline). Isolated yield 68.2%. As a reaction SMILES: [I-].CS[C:4]1[S:5][CH2:6][C@@H:7]2[CH2:16][C:15]3[CH:14]=[CH:13][CH:12]=[CH:11][C:10]=3[CH2:9][N+:8]=12.[NH2:17][C:18]1[C:26]2[C:21](=[CH:22][N:23]=[CH:24][CH:25]=2)[S:20][CH:19]=1>>[S:20]1[C:21]2=[CH:22][N:23]=[CH:24][CH:25]=[C:26]2[C:18]([N:17]=[C:4]2[N:8]3[CH2:9][C:10]4[CH:11]=[CH:12][CH:13]=[CH:14][C:15]=4[CH2:16][C@H:7]3[CH2:6][S:5]2)=[CH:19]1 |f:0.1|. Reported procedure: By following the procedure of Example 2, but using (S)-3-methylthio-1,5,10,10a-tetrahydrothiazolo[3,4-b]isoquinolinium iodide (10.1 g) and 3-aminothieno[2,3-c]pyridine (6.4 g) as the starting materials, (S)-3-[(thieno[2,3-c]pyrid-3-yl)imino]-1,5,10,10a-tetrahydrothiazolo[3,4-b]isoquinoline (6.4 g) is obtained in the form of white crystals, m.p.=180° C. The reactants are COC1=CC(=C(CO)C=C1OC)[N+](=O)[O-] (4,5-dimethoxy-2-nitrobenzyl alcohol), C(CCCCCCCCCCCCCCC)S(=O)(=O)Cl (hexadecanesulfonyl chloride). Solvent: CC(=O)C (acetone), C1(CCCCC1)NC1CCCCC1 (dicyclohexylamine). Run at time 30 minute. The product is C(CCCCCCCCCCCCCCC)S(=O)(=O)OCC1=C(C=C(C(=C1)OC)OC)[N+](=O)[O-] (4,5-Dimethoxy-2-nitrobenzyl hexadecanesulfonate). RXN SMILES: [CH3:1][O:2][C:3]1[C:10]([O:11][CH3:12])=[CH:9][C:6]([CH2:7][OH:8])=[C:5]([N+:13]([O-:15])=[O:14])[CH:4]=1.[CH2:16]([S:32](Cl)(=[O:34])=[O:33])[CH2:17][CH2:18][CH2:19][CH2:20][CH2:21][CH2:22][CH2:23][CH2:24][CH2:25][CH2:26][CH2:27][CH2:28][CH2:29][CH2:30][CH3:31]>CC(C)=O.C1(NC2CCCCC2)CCCCC1>[CH2:16]([S:32]([O:8][CH2:7][C:6]1[CH:9]=[C:10]([O:11][CH3:12])[C:3]([O:2][CH3:1])=[CH:4][C:5]=1[N+:13]([O-:15])=[O:14])(=[O:34])=[O:33])[CH2:17][CH2:18][CH2:19][CH2:20][CH2:21][CH2:22][CH2:23][CH2:24][CH2:25][CH2:26][CH2:27][CH2:28][CH2:29][CH2:30][CH3:31]. Reported procedure: To a solution of 5.33 g (0.025 mol) of 4,5-dimethoxy-2-nitrobenzyl alcohol and 8.15 g (0.025 mol) hexadecanesulfonyl chloride in 100 ml of acetone, dicyclohexylamine (5 ml, slight excess) was added via motor driven syringe over 30 minutes. After the addition was complete, the reaction was stirred an additional 30 minutes. The precipitated dicyclohexylamine hydrochloride was removed by filtration and the acetone filtrate reduced in volume in vacuo until most of the product had precipitated (yield... The reactants are CC(=O)[O-], COCCOC, C=CCc1ccc(O)c(OC)c1, [Na+], O, Cc1ccc(S(=O)(=O)NN)cc1. Yields the product CCCc1ccc(O)c(OC)c1. Reaction SMILES: [C:25]([O-:26])(=[O:27])[CH3:28].[CH2:30]([CH2:31][O:32][CH3:33])[O:34][CH3:35].[CH3:1][O:2][c:3]1[cH:4][c:5]([CH2:6][CH:7]=[CH2:8])[cH:9][cH:10][c:11]1[OH:12].[Na+:29].[OH2:36].[c:13]1([CH3:14])[cH:15][cH:16][c:17]([S:18]([NH:19][NH2:20])(=[O:21])=[O:22])[cH:23][cH:24]1>>[CH3:1][O:2][c:3]1[cH:4][c:5]([CH2:6][CH2:7][CH3:8])[cH:9][cH:10][c:11]1[OH:12]. The reactants are [F-].C(CCC)[N+](CCCC)(CCCC)CCCC (tetrabutylammonium fluoride), [F-].C(CCC)[N+](CCCC)(CCCC)CCCC (tetrabutylammonium fluoride), COC(C)(C)C (tert-butyl methyl ether), COC1=C(COCCCOC2=CC=C(C=C2)C2C(CN(CC2)C(=O)OC(C)(C)C)OCC2=CC=CC3=C2N(C(CCC3)=O)COCC[Si](C)(C)C)C=CC=C1 (tert-butyl 4-{4-[3-(2-methoxybenzyloxy)propoxy]phenyl}-3-(2-oxo-1-(2-trimethylsilanylethoxymethyl)-2,3,4,5-tetrahydro-1H-benzo[b]azepin-9-ylmethoxy)piperidine-1-carboxylate), solution, O (water). The solvent is O1CCCC1 (tetrahydrofuran), O1CCCC1 (tetrahydrofuran). The product is COC1=C(COCCCOC2=CC=C(C=C2)C2C(CN(CC2)C(=O)OC(C)(C)C)OCC2=CC=CC3=C2NC(CCC3)=O)C=CC=C1 (tert-Butyl 4-{4-[3-(2-methoxybenzyloxy)propoxy]phenyl}-3-(2-oxo-2,3,4,5-tetrahydro-1H-benzo[b]azepin-9-ylmethoxy)piperidine-1-carboxylate), SiO2. Reaction SMILES: [CH3:1][O:2][C:3]1[CH:55]=[CH:54][CH:53]=[CH:52][C:4]=1[CH2:5][O:6][CH2:7][CH2:8][CH2:9][O:10][C:11]1[CH:16]=[CH:15][C:14]([CH:17]2[CH2:22][CH2:21][N:20]([C:23]([O:25][C:26]([CH3:29])([CH3:28])[CH3:27])=[O:24])[CH2:19][CH:18]2[O:30][CH2:31][C:32]2[C:37]3[N:38](COCC[Si](C)(C)C)[C:39](=[O:43])[CH2:40][CH2:41][CH2:42][C:36]=3[CH:35]=[CH:34][CH:33]=2)=[CH:13][CH:12]=1.[F-].C([N+](CCCC)(CCCC)CCCC)CCC.O.COC(C)(C)C>O1CCCC1>[CH3:1][O:2][C:3]1[CH:55]=[CH:54][CH:53]=[CH:52][C:4]=1[CH2:5][O:6][CH2:7][CH2:8][CH2:9][O:10][C:11]1[CH:12]=[CH:13][C:14]([CH:17]2[CH2:22][CH2:21][N:20]([C:23]([O:25][C:26]([CH3:29])([CH3:28])[CH3:27])=[O:24])[CH2:19][CH:18]2[O:30][CH2:31][C:32]2[C:37]3[NH:38][C:39](=[O:43])[CH2:40][CH2:41][CH2:42][C:36]=3[CH:35]=[CH:34][CH:33]=2)=[CH:15][CH:16]=1 |f:1.2|. Procedure: A solution of 0.345 g of tert-butyl 4-{4-[3-(2-methoxybenzyloxy)propoxy]phenyl}-3-(2-oxo-1-(2-trimethylsilanylethoxymethyl)-2,3,4,5-tetrahydro-1H-benzo[b]azepin-9-ylmethoxy)piperidine-1-carboxylate in 4 ml of tetrahydrofuran is admixed with 0.85 ml of a 1M solution of tetrabutylammonium fluoride in tetrahydrofuran. The reaction solution is heated to reflux over 4 hours. A further 0.85 ml of tetrabutylammonium fluoride solution is added and the reaction solution is subsequently heated to reflux o... Reactants: [N+](=O)(O)[O-] (nitric acid), NC1=C(C=CC(=C1)[N+](=O)[O-])C (2-amino-4-nitrotoluene), N#CN (cyanamide). Run in C(C)O (ethanol), O (water). The product is [N+](=O)(O)[O-].CC1=C(C=C(C=C1)[N+](=O)[O-])NC(=N)N (2-methyl-5-nitrophenyl-guanidine nitrate). Reaction SMILES: [N+:1]([O-:4])([OH:3])=[O:2].[NH2:5][C:6]1[CH:11]=[C:10]([N+:12]([O-:14])=[O:13])[CH:9]=[CH:8][C:7]=1[CH3:15].[N:16]#[C:17][NH2:18]>C(O)C.O>[N+:1]([O-:4])([OH:3])=[O:2].[CH3:15][C:7]1[CH:8]=[CH:9][C:10]([N+:12]([O-:14])=[O:13])=[CH:11][C:6]=1[NH:5][C:17]([NH2:18])=[NH:16] |f:5.6|. Reported procedure: 9.1 ml (0.13 mol) of 65% nitric acid are added dropwise in the course of 5 minutes to a yellow suspension of 20.0 g (0.13 mol) of 2-amino-4-nitrotoluene in 50 ml of absolute ethanol. When the exothermic reaction has subsided, 8.32 g (0.198 mol) of cyanamide dissolved in 8.3 ml of water are added. The brown reaction mixture is boiled at reflux for 25 hours, cooled to 0° and filtered. Washing with 4×100 mi of ethanol/diethyl ether (1:1) and drying yield 2-methyl-5-nitrophenyl-guanidine nitrate; m....